This data is from the Open Reaction Database (ORD), a public repository of structured organic reaction records. The task is: describe an organic reaction: reactants, conditions, products, and yield The reactants are C(C)(C)(C)OC(N[C@H]1CSC[C@H]([C@@H]1O)CC1=CC(=C(C(=C1)OCC(F)(F)F)[N+](=O)[O-])F)=O ({(3R,4S,5S)-5-[4-Nitro-3-fluoro-5-(2,2,2-trifluoro-ethoxy)-benzyl]-4-hydroxy-tetrahydro-thiopyran-3-yl}-carbamic acid tert-butyl ester), OOS(=O)[O-].[K+] (oxone), C1CCCCC1.CCOC(=O)C (cyclohexane EtOAc). Run in C1CCOC1 (THF), O (water). The product is C(C)(C)(C)OC(N[C@H]1CS(C[C@H]([C@@H]1O)CC1=CC(=C(C(=C1)OCC(F)(F)F)[N+](=O)[O-])F)(=O)=O)=O ({(3R,4S,5S)-5-[4-Nitro-3-fluoro-5-(2,2,2-trifluoro-ethoxy)-benzyl]-4-hydroxy-1,1-dioxo-hexahydro-1lambda*6*-thiopyran-3-yl}-carbamic acid tert-butyl ester). RXN SMILES: [C:1]([O:5][C:6](=[O:32])[NH:7][C@@H:8]1[C@@H:13]([OH:14])[C@H:12]([CH2:15][C:16]2[CH:21]=[C:20]([O:22][CH2:23][C:24]([F:27])([F:26])[F:25])[C:19]([N+:28]([O-:30])=[O:29])=[C:18]([F:31])[CH:17]=2)[CH2:11]S[CH2:9]1)([CH3:4])([CH3:3])[CH3:2].O[O:34][S:35]([O-:37])=O.[K+].C1CCCCC1.CCOC(C)=O>C1COCC1.O>[C:1]([O:5][C:6](=[O:32])[NH:7][C@@H:8]1[C@@H:13]([OH:14])[C@H:12]([CH2:15][C:16]2[CH:21]=[C:20]([O:22][CH2:23][C:24]([F:27])([F:25])[F:26])[C:19]([N+:28]([O-:30])=[O:29])=[C:18]([F:31])[CH:17]=2)[CH2:11][S:35](=[O:37])(=[O:34])[CH2:9]1)([CH3:3])([CH3:4])[CH3:2] |f:1.2,3.4|. Reported procedure: To a solution of {(3R,4S,5S)-5-[4-Nitro-3-fluoro-5-(2,2,2-trifluoro-ethoxy)-benzyl]-4-hydroxy-tetrahydro-thiopyran-3-yl}-carbamic acid tert-butyl ester (1.5 g, 3.1 mmol) in THF (20 mL) and water (12 mL) at 0° C. was added oxone (5.71 g, 9.3 mmol) in portions. After 2 h excess oxone was destroyed with sodiummetabisulfite. The reaction mixture was diluted with EtOAc (200 mL) and washed with aqueous saturated bicarbonate solution and brine. The organic phase was dried with Na2SO4, filtered and evap...